Dataset: the Open Reaction Database (ORD), a public repository of structured organic reaction records. Task: describe an organic reaction: reactants, conditions, products, and yield Reactants: C[Si](CCOC(C(CC(=CCC=1C(=C2C(OCC2=C(C1OC)C)=O)OCC[Si](C)(C)C)C)CC=CCP(=O)(OC)OC)=O)(C)C (2-[4-(dimethoxy-phosphoryl)-but-2-enyl]-6-[6-methoxy-7-methyl-3-oxo-4-(2-trimethylsilanyl-ethoxy)-1,3-dihydro-isobenzofuran-5-yl]-4-methyl-hex-4-enoic acid 2-trimethylsilanyl-ethyl ester), C(C)(C)(C)N (tert-butylamine). Run at temperature 60 celsius. Yields the product C[Si](CCOC(C(CC(=CCC=1C(=C2C(OCC2=C(C1OC)C)=O)OCC[Si](C)(C)C)C)CC=CCP(=O)(OC)O)=O)(C)C (2-[4-(Hydroxy-methoxy-phosphoryl)-but-2-enyl]-6-[6-methoxy-7-methyl-3-oxo-4-(2-trimethylsilanyl-ethoxy)-1,3-dihydro-isobenzofuran-5-yl]-4-methyl-hex-4-enoic acid 2-trimethylsilanyl-ethyl ester). Yield: 41.5%. RXN SMILES: [CH3:1][Si:2]([CH3:45])([CH3:44])[CH2:3][CH2:4][O:5][C:6](=[O:43])[CH:7]([CH2:33][CH:34]=[CH:35][CH2:36][P:37]([O:41]C)([O:39][CH3:40])=[O:38])[CH2:8][C:9]([CH3:32])=[CH:10][CH2:11][C:12]1[C:13]([O:25][CH2:26][CH2:27][Si:28]([CH3:31])([CH3:30])[CH3:29])=[C:14]2[C:18](=[C:19]([CH3:23])[C:20]=1[O:21][CH3:22])[CH2:17][O:16][C:15]2=[O:24].C(N)(C)(C)C>>[CH3:44][Si:2]([CH3:1])([CH3:45])[CH2:3][CH2:4][O:5][C:6](=[O:43])[CH:7]([CH2:33][CH:34]=[CH:35][CH2:36][P:37]([OH:41])([O:39][CH3:40])=[O:38])[CH2:8][C:9]([CH3:32])=[CH:10][CH2:11][C:12]1[C:13]([O:25][CH2:26][CH2:27][Si:28]([CH3:31])([CH3:30])[CH3:29])=[C:14]2[C:18](=[C:19]([CH3:23])[C:20]=1[O:21][CH3:22])[CH2:17][O:16][C:15]2=[O:24]. Procedure: A mixture of 2-[4-(dimethoxy-phosphoryl)-but-2-enyl]-6-[6-methoxy-7-methyl-3-oxo-4-(2-trimethylsilanyl-ethoxy)-1,3-dihydro-isobenzofuran-5-yl]-4-methyl-hex-4-enoic acid 2-trimethylsilanyl-ethyl ester (184 mg, 0.270 mmol) in tert-butylamine (2.8 mL, 27 mmol) was heated at 60° C. for 24 hours. The solution was allowed to cool to room temperature and concentrated. The residue was purified by silica gel column chromatography using MeOH/CH2Cl2 (0-30%) to provide 75 mg of the product as a clear oil. 1... Product: O=C1N(C(CC1)=O)OC(C=1C=C(C(=O)OC(C)(C)C)C=C(C1)NC(CCCCCCCCCCCCCCC(=O)OC(C)(C)C)=O)=O (5-(15-tert-Butoxycarbonyl-pentadecanoylamino)-isophthalic acid 1-tert-butyl ester 3-(2,5-dioxo-pyrrolidin-1-yl) ester). Run in C1CCOC1 (THF). As a reaction SMILES: [C:1]([O:5][C:6](=[O:40])[C:7]1[CH:15]=[C:14]([NH:16][C:17](=[O:39])[CH2:18][CH2:19][CH2:20][CH2:21][CH2:22][CH2:23][CH2:24][CH2:25][CH2:26][CH2:27][CH2:28][CH2:29][CH2:30][CH2:31][C:32]([O:34][C:35]([CH3:38])([CH3:37])[CH3:36])=[O:33])[CH:13]=[C:9]([C:10]([OH:12])=[O:11])[CH:8]=1)([CH3:4])([CH3:3])[CH3:2].[B-](F)(F)(F)F.CN(C(O[N:54]1[C:59](=[O:60])[CH2:58][CH2:57][C:55]1=[O:56])=[N+](C)C)C.CCN(C(C)C)C(C)C>C1COCC1>[O:56]=[C:55]1[CH2:57][CH2:58][C:59](=[O:60])[N:54]1[O:11][C:10](=[O:12])[C:9]1[CH:8]=[C:7]([CH:15]=[C:14]([NH:16][C:17](=[O:39])[CH2:18][CH2:19][CH2:20][CH2:21][CH2:22][CH2:23][CH2:24][CH2:25][CH2:26][CH2:27][CH2:28][CH2:29][CH2:30][CH2:31][C:32]([O:34][C:35]([CH3:38])([CH3:37])[CH3:36])=[O:33])[CH:13]=1)[C:6]([O:5][C:1]([CH3:4])([CH3:2])[CH3:3])=[O:40] |f:1.2|. The reactants are [B-](F)(F)(F)F.CN(C)C(=[N+](C)C)ON1C(=O)CCC1=O (TSTU), CCN(C(C)C)C(C)C (DIPEA), C(C)(C)(C)OC(C1=CC(C(=O)O)=CC(=C1)NC(CCCCCCCCCCCCCCC(=O)OC(C)(C)C)=O)=O (5-(15-tert-Butoxycarbonyl-pentadecanoylamino)-isophthalic acid mono-tert-butyl ester). Procedure details: 5-(15-tert-Butoxycarbonyl-pentadecanoylamino)-isophthalic acid mono-tert-butyl ester (140 mg, 0.25 mmol) was dissolved in dry THF (3.5 ml). TSTU (95 mg, 0.30 mmol) and DIPEA (70 ul, 0.30 mmol) were added. The mixture was stirred at RT under nitrogen over the week-end. The reaction mixture was almost dry. EtOAc was added and the precipitate was removed by filtration. The filtrate was extracted with 0.1 N HCl (2×), brine (1×), dried (Na2SO4) and concentrated to give the title compound as a syrup c... The reactants are O=C1C=C(OC2=C1C=C1C(C=C(NC1=C2CCC)C(=O)OC)=O)C(=O)OCC (Ethyl 6,9-dihydro-4,6-dioxo-8-methoxycarbonyl-10-propyl-4Hpyrano[3,2-g]quinoline-2-carboxylate), C1(=CC=C(C=C1)S(=O)(=O)N=C=O)C (4-toluene-sulphonyl isocyanate). Solvent: ClC(C)Cl (dichloroethane). The product is COC(=O)C1=NC2=C(C3=C(C=C2C(=C1)NS(=O)(=O)C1=CC=C(C=C1)C)C(C=C(O3)C(=O)OCC)=O)CCC (Ethyl 8-methoxycarbonyl-4-oxo-10-propyl-6(4-toluenesulphonamido)-4H-pyrano[3,2-g]quinoline-2-carboxylate). RXN SMILES: [O:1]=[C:2]1[C:7]2[CH:8]=[C:9]3[C:14](=[C:15]([CH2:16][CH2:17][CH3:18])[C:6]=2[O:5][C:4]([C:24]([O:26][CH2:27][CH3:28])=[O:25])=[CH:3]1)[NH:13][C:12]([C:19]([O:21][CH3:22])=[O:20])=[CH:11][C:10]3=O.[C:29]1([CH3:41])[CH:34]=[CH:33][C:32]([S:35]([N:38]=C=O)(=[O:37])=[O:36])=[CH:31][CH:30]=1>ClC(Cl)C>[CH3:22][O:21][C:19]([C:12]1[CH:11]=[C:10]([NH:38][S:35]([C:32]2[CH:33]=[CH:34][C:29]([CH3:41])=[CH:30][CH:31]=2)(=[O:36])=[O:37])[C:9]2[C:14](=[C:15]([CH2:16][CH2:17][CH3:18])[C:6]3[O:5][C:4]([C:24]([O:26][CH2:27][CH3:28])=[O:25])=[CH:3][C:2](=[O:1])[C:7]=3[CH:8]=2)[N:13]=1)=[O:20]. Reported procedure: Ethyl 6,9-dihydro-4,6-dioxo-8-methoxycarbonyl-10-propyl-4Hpyrano[3,2-g]quinoline-2-carboxylate (38.5 g, 0.1 mol) was suspended in dichloroethane (200 ml) and 4-toluene-sulphonyl isocyanate (15.1 ml; 0.1 mol) added at room temperature. The whole was then refluxed for 16 hours, allowed to cool, and filtered, to give the sub-title compound as brillant yellow cubes, 44.0 g (82%), m.p. 219° C. Reactants: [BH4-], CCOC(=O)C1CC1C(=O)O, CC(C)COC(=O)Cl, CN1CCOCC1, [Na+], C1CCOC1, O. Product: CCOC(=O)C1CC1CO. As a reaction SMILES: [BH4-:27].[CH2:16]([CH3:17])[O:18][C:19](=[O:20])[CH:21]1[CH:22]([C:24](=[O:25])[OH:26])[CH2:23]1.[CH2:1]([O:2][C:3]([Cl:4])=[O:5])[CH:6]([CH3:7])[CH3:8].[CH3:9][N:10]1[CH2:11][CH2:12][O:13][CH2:14][CH2:15]1.[Na+:28].[O:29]1[CH2:30][CH2:31][CH2:32][CH2:33]1.[OH2:34]>>[CH2:16]([CH3:17])[O:18][C:19](=[O:20])[CH:21]1[CH:22]([CH2:24][OH:25])[CH2:23]1. Reactants: CCN=C=NCCCN(C)C, NCc1ccc(Cc2ccccc2)s1, CS(C)=O, Cl, Nc1ccc(C(=O)O)c(N)n1, On1nnc2ccccc21. Yields the product Nc1ccc(C(=O)NCc2ccc(Cc3ccccc3)s2)c(N)n1. Reaction SMILES: [CH2:13]([N:14]=[C:15]=[N:16][CH2:17][CH2:18][CH2:19][N:20]([CH3:21])[CH3:22])[CH3:23].[CH2:34]([c:35]1[cH:36][cH:37][cH:38][cH:39][cH:40]1)[c:41]1[cH:42][cH:43][c:44]([CH2:46][NH2:47])[s:45]1.[CH3:48][S:49]([CH3:50])=[O:51].[ClH:12].[NH2:1][c:2]1[c:3]([C:4](=[O:5])[OH:6])[cH:7][cH:8][c:9]([NH2:11])[n:10]1.[OH:24][n:25]1[c:26]2[cH:27][cH:28][cH:29][cH:30][c:31]2[n:32][n:33]1>>[NH2:1][c:2]1[c:3]([C:4](=[O:6])[NH:47][CH2:46][c:44]2[cH:43][cH:42][c:41]([CH2:34][c:35]3[cH:36][cH:37][cH:38][cH:39][cH:40]3)[s:45]2)[cH:7][cH:8][c:9]([NH2:11])[n:10]1.